Dataset: the Open Reaction Database (ORD), a public repository of structured organic reaction records. Task: describe an organic reaction: reactants, conditions, products, and yield Starting materials: FC(C=1C=C(CBr)C=CC1)(F)F (3-Trifluoromethylbenzyl bromide), C(=O)([O-])[O-].[K+].[K+] (K2CO3), FC=1C=C2C(=C(NC2=CC1)C)C1=NNS(C2=C1C=CC=C2)(=O)=O (4-(5-fluoro-2-methyl-1H-indol-3-yl)-2H-benzo[e][1,2,3]thiadiazine 1,1-dioxide), C(=O)([O-])[O-].[K+].[K+] (K2CO3), BrCC(=O)OC(C)(C)C (tert-butyl bromoacetate). Solvent: O (H2O), C(Cl)Cl (CH2Cl2), CC#N (CH3CN). Conditions: temperature 80 celsius, time 8 hour. The product is C(C)(C)(C)OC(CN1C(=C(C2=CC(=CC=C12)F)C1=NN(S(C2=C1C=CC=C2)(=O)=O)CC2=CC(=CC=C2)C(F)(F)F)C)=O ((3-[2-(3-Trifluoromethyl-benzyl)-1,1-dioxo-1,2-dihydro-1λ6-benzo[e][1,2,3]thiadiazin-4-yl]-5-fluoro-2-methyl-indol-1-yl}-acetic acid tert-butyl ester). RXN SMILES: [F:1][C:2]([F:12])([F:11])[C:3]1[CH:4]=[C:5]([CH:8]=[CH:9][CH:10]=1)[CH2:6]Br.C([O-])([O-])=O.[K+].[K+].[F:19][C:20]1[CH:21]=[C:22]2[C:26](=[CH:27][CH:28]=1)[NH:25][C:24]([CH3:29])=[C:23]2[C:30]1[C:35]2[CH:36]=[CH:37][CH:38]=[CH:39][C:34]=2[S:33](=[O:41])(=[O:40])[NH:32][N:31]=1.Br[CH2:43][C:44]([O:46][C:47]([CH3:50])([CH3:49])[CH3:48])=[O:45]>CC#N.O.C(Cl)Cl>[C:47]([O:46][C:44](=[O:45])[CH2:43][N:25]1[C:26]2[C:22](=[CH:21][C:20]([F:19])=[CH:28][CH:27]=2)[C:23]([C:30]2[C:35]3[CH:36]=[CH:37][CH:38]=[CH:39][C:34]=3[S:33](=[O:40])(=[O:41])[N:32]([CH2:6][C:5]3[CH:8]=[CH:9][CH:10]=[C:3]([C:2]([F:12])([F:11])[F:1])[CH:4]=3)[N:31]=2)=[C:24]1[CH3:29])([CH3:50])([CH3:49])[CH3:48] |f:1.2.3|. Reported procedure: 3-Trifluoromethylbenzyl bromide (10 μL, 67 μmol) and K2CO3 (10 mg, 72 μmol) were added to a solution of 4-(5-fluoro-2-methyl-1H-indol-3-yl)-2H-benzo[e][1,2,3]thiadiazine 1,1-dioxide (20 mg, 61 μmol) in CH3CN (1 mL), and stirred overnight at 80° C. An additional amount of K2CO3 (10 mg, 72 μmol) and tert-butyl bromoacetate (14 μL, 92 μmol) was added, and the reaction mixture stirred an additional 2 h at 80° C. The reaction mixture was diluted with H2O and CH2Cl2, and filtered through an Extrelut c... Starting materials: BrCCC1OCCO1 (2-(2-Bromoethyl)-1,3-dioxolane), [Cl-].[Mg+2].[Cl-] (magnesium chloride), C(C1=CC=C(C=C1)OC)(=O)Cl (p-anisoyl chloride), [Mg] (magnesium), [Cl-].[NH4+] (ammonium chloride). The reagents and catalysts are [Cu]Br (copper(I) bromide). Solvent: O1CCCC1 (tetrahydrofuran), O1CCCC1 (tetrahydrofuran), O (water). Run at time 15 minute. The product is O1C(OCC1)CCC(=O)C1=CC=C(C=C1)OC (3-(1,3-dioxolan-2-yl)-4'-methoxypropiophenone). The yield is 71.0%. RXN SMILES: Br[CH2:2][CH2:3][CH:4]1[O:8][CH2:7][CH2:6][O:5]1.[Mg].[Cl-].[Mg+2].[Cl-].[C:13](Cl)(=[O:22])[C:14]1[CH:19]=[CH:18][C:17]([O:20][CH3:21])=[CH:16][CH:15]=1.[Cl-].[NH4+]>O1CCCC1.[Cu]Br.O>[O:5]1[CH2:6][CH2:7][O:8][CH:4]1[CH2:3][CH2:2][C:13]([C:14]1[CH:19]=[CH:18][C:17]([O:20][CH3:21])=[CH:16][CH:15]=1)=[O:22] |f:2.3.4,6.7|. Procedure: 2-(2-Bromoethyl)-1,3-dioxolane (45 ml) was added dropwise within 15 minutes under argon and while stirring at a maximum 30° C. to a suspension of Rieke magnesium, prepared from 51.2 g of magnesium chloride, in 1300 ml of absolute tetrahydrofuran. The suspension was stirred at room temperature for 15 minutes, cooled to 0° C. and, after the addition of 49.6 g of copper(I) bromide, stirred at 5° C. for 15 minutes. After cooling to -70° C. 50.0 g of p-anisoyl chloride dissolved in 150 ml of absolute... RXN SMILES: [Br:24][CH2:25][CH2:26][c:27]1[cH:28][cH:29][cH:30][cH:31][cH:32]1.[C:1]([CH3:2])([CH3:3])([CH3:4])[O:5][C:6](=[O:7])[NH:8][CH:9]([C:10](=[O:11])[O:12][CH3:13])[C:14]([CH3:15])([CH3:16])[SH:17].[CH3:18][C:19]([CH3:20])([O-:21])[CH3:22].[CH3:33][C:34]#[N:35].[Na+:23]>>[C:1]([CH3:2])([CH3:3])([CH3:4])[O:5][C:6](=[O:7])[NH:8][CH:9]([C:10](=[O:11])[O:12][CH3:13])[C:14]([CH3:15])([CH3:16])[S:17][CH2:25][CH2:26][c:27]1[cH:28][cH:29][cH:30][cH:31][cH:32]1. The reactants are BrCCc1ccccc1, COC(=O)C(NC(=O)OC(C)(C)C)C(C)(C)S, CC(C)(C)[O-], CC#N, [Na+]. Yields the product COC(=O)C(NC(=O)OC(C)(C)C)C(C)(C)SCCc1ccccc1. Reaction conditions: time 6 hour. Reaction SMILES: C([N:4]1[CH2:9][CH2:8][CH:7]([CH2:10][CH2:11][C:12]([OH:14])=[O:13])[CH2:6][CH2:5]1)(=O)C>Cl>[NH:4]1[CH2:9][CH2:8][CH:7]([CH2:10][CH2:11][C:12]([OH:14])=[O:13])[CH2:6][CH2:5]1. Solvent: Cl (hydrochloric acid). Reported procedure: In 208 ml of conc. hydrochloric acid, 99.63 g of 3-(1-acetyl-4-piperidinyl)propionic acid was suspended; the suspension was stirred under refluxing conditions for six hours. The reaction mixture was then concentrated to half under reduced pressure and allowed to stand at 0° C. overnight. The crystalline precipitate was collected by filtration and washed with cold ethanol. After drying, 77.9 g of 3-(4-piperidinyl)propionic acid was obtained. Of this product, 77.5 g was dissolved in a mixture of 3... The yield is 99.1%. The reactants are C(C)(=O)N1CCC(CC1)CCC(=O)O (3-(1-acetyl-4-piperidinyl)propionic acid). Yields the product N1CCC(CC1)CCC(=O)O (3-(4-piperidinyl)propionic acid). Reaction conditions: time 19 hour. The solvent is C(Cl)Cl (DCM). Starting materials: C(C)(C)(C)OC(=O)N[C@H](C(=O)OC1=CC=C(C=C1)[C@H]1[C@@H](CN(CC1)[C@H]1C(N(CC1)CC1=CC=C(C=C1)C)=O)F)C ((S)-4-((3S,4S)-3-fluoro-1-((R)-1-(4-methylbenzyl)-2-oxopyrrolidin-3-yl)piperidin-4-yl)phenyl 2-((tert-butoxycarbonyl)amino)propanoate), Cl (HCl), C(C)OCC (diethyl ether). The product is Cl.N[C@H](C(=O)OC1=CC=C(C=C1)[C@H]1[C@@H](CN(CC1)[C@H]1C(N(CC1)CC1=CC=C(C=C1)C)=O)F)C ((S)-4-((3S,4S)-3-fluoro-1-((R)-1-(4-methylbenzyl)-2-oxopyrrolidin-3-yl)piperidin-4-yl)phenyl 2-aminopropanoate hydrochloride). Reaction SMILES: C(OC([NH:8][C@@H:9]([CH3:40])[C:10]([O:12][C:13]1[CH:18]=[CH:17][C:16]([C@@H:19]2[CH2:24][CH2:23][N:22]([C@@H:25]3[CH2:29][CH2:28][N:27]([CH2:30][C:31]4[CH:36]=[CH:35][C:34]([CH3:37])=[CH:33][CH:32]=4)[C:26]3=[O:38])[CH2:21][C@H:20]2[F:39])=[CH:15][CH:14]=1)=[O:11])=O)(C)(C)C.[ClH:41].C(OCC)C>C(Cl)Cl>[ClH:41].[NH2:8][C@@H:9]([CH3:40])[C:10]([O:12][C:13]1[CH:18]=[CH:17][C:16]([C@@H:19]2[CH2:24][CH2:23][N:22]([C@@H:25]3[CH2:29][CH2:28][N:27]([CH2:30][C:31]4[CH:32]=[CH:33][C:34]([CH3:37])=[CH:35][CH:36]=4)[C:26]3=[O:38])[CH2:21][C@H:20]2[F:39])=[CH:15][CH:14]=1)=[O:11] |f:4.5|. Yield: 16.0%. Procedure details: To a solution of (S)-4-((3S,4S)-3-fluoro-1-((R)-1-(4-methylbenzyl)-2-oxopyrrolidin-3-yl)piperidin-4-yl)phenyl 2-((tert-butoxycarbonyl)amino)propanoate (0.032 g, 0.058 mmol) in DCM (2 mL) at −20° C. was added HCl in diethyl ether (2.0 ml, 2.0 mmol, 1.0 M). The reaction mixture was slowly warmed to rt over 10 min and then allowed to stir at rt for 19 h. The solvent was then removed in vacuo to provide a pale yellow semisolid. The crude product was then purified by RP-HPLC on a Kinetex C18 (250×20 ... Reactants: [BH4-], CC(C)(C)CC(=O)c1ccc(S)cc1, COCCOCCOC, [Na+], O, O=S(=O)(O)O. Yields the product CC(C)(C)CCc1ccc(S)cc1. RXN SMILES: [BH4-:1].[CH2:3]([C:4]([CH3:5])([CH3:6])[CH3:7])[C:8](=[O:9])[c:10]1[cH:11][cH:12][c:13]([SH:16])[cH:14][cH:15]1.[CH3:23][O:24][CH2:25][CH2:26][O:27][CH2:28][CH2:29][O:30][CH3:31].[Na+:2].[OH2:17].[S:18](=[O:19])(=[O:20])([OH:21])[OH:22]>>[CH2:3]([C:4]([CH3:5])([CH3:6])[CH3:7])[CH2:8][c:10]1[cH:11][cH:12][c:13]([SH:16])[cH:14][cH:15]1.